Dataset: the Open Reaction Database (ORD), a public repository of structured organic reaction records. Task: describe an organic reaction: reactants, conditions, products, and yield The reactants are ClC1=CC=C(C=C1)C1=C(C=2N(N=C1)C(NN2)=O)C2=CC=C(C=C2)Cl (7,8-bis(4-chlorophenyl)-[1,2,4]triazolo[4,3-b]pyridazin-3(2H)-one), C1(=CC=CC=C1)N1N=NN=C1Cl (N-phenyl-5-chlorotetrazole), C(=O)([O-])[O-].[K+].[K+] (K2CO3). Solvent: CN(C)C=O (DMF), C(C)(=O)OCC (ethyl acetate), Cl (HCl). Run at temperature 80 celsius. Yields the product ClC1=CC=C(C=C1)C1=C(C=2N(N=C1)C(N(N2)C2=NN=NN2C2=CC=CC=C2)=O)C2=CC=C(C=C2)Cl (7,8-bis(4-chlorophenyl)-2-(1-phenyl-1H-tetrazol-5-yl)-[1,2,4]triazolo[4,3-b]pyridazin-3(2H)-one). The yield is 10.0%. Reaction SMILES: [Cl:1][C:2]1[CH:7]=[CH:6][C:5]([C:8]2[CH:13]=[N:12][N:11]3[C:14](=[O:17])[NH:15][N:16]=[C:10]3[C:9]=2[C:18]2[CH:23]=[CH:22][C:21]([Cl:24])=[CH:20][CH:19]=2)=[CH:4][CH:3]=1.[C:25]1([N:31]2[C:35](Cl)=[N:34][N:33]=[N:32]2)[CH:30]=[CH:29][CH:28]=[CH:27][CH:26]=1.C([O-])([O-])=O.[K+].[K+]>CN(C=O)C.C(OCC)(=O)C.Cl>[Cl:1][C:2]1[CH:7]=[CH:6][C:5]([C:8]2[CH:13]=[N:12][N:11]3[C:14](=[O:17])[N:15]([C:35]4[N:31]([C:25]5[CH:30]=[CH:29][CH:28]=[CH:27][CH:26]=5)[N:32]=[N:33][N:34]=4)[N:16]=[C:10]3[C:9]=2[C:18]2[CH:23]=[CH:22][C:21]([Cl:24])=[CH:20][CH:19]=2)=[CH:4][CH:3]=1 |f:2.3.4|. Procedure: To a stirred solution of 7,8-bis(4-chlorophenyl)-[1,2,4]triazolo[4,3-b]pyridazin-3(2H)-one, (50 mg, 0.14 mmol), prepared as described in Example 1, in 0.7 mL of DMF was added N-phenyl-5-chlorotetrazole (25 mg, 0.14 mmol) and 19 mg of K2CO3. The resulting red solution was heated at 80° C. for 4 days and, upon cooling to room temp, the mixture was diluted with 50 mL of ethyl acetate and 50 mL of 1N HCl. The layers were extracted, and the organic layer was washed with 50 mL of saturated aqueous NaC... Starting materials: BrC1=CC=C2C=C(N=CC2=C1)NC(=O)C1CC1 (N-(7-bromoisoquinolin-3-yl)cyclopropanecarboxamide), C1(CCC1)O (cyclobutanol), N1=CC=CC2=CC=C3C=CC=NC3=C12 (1,10-phenanthroline), C([O-])([O-])=O.[Cs+].[Cs+] (cesium carbonate). Reagents/catalysts: [Cu]I (copper(I) iodide). Run at temperature 130 celsius, time 12 hour. Product: C1(CCC1)OC1=CC=C2C=C(N=CC2=C1)NC(=O)C1CC1 (N-(7-cyclobutoxyisoquinolin-3-yl)cyclopropanecarboxamide). The yield is 12.0%. As a reaction SMILES: Br[C:2]1[CH:11]=[C:10]2[C:5]([CH:6]=[C:7]([NH:12][C:13]([CH:15]3[CH2:17][CH2:16]3)=[O:14])[N:8]=[CH:9]2)=[CH:4][CH:3]=1.N1C2C(=CC=C3C=2N=CC=C3)C=CC=1.C(=O)([O-])[O-].[Cs+].[Cs+].[CH:38]1([OH:42])[CH2:41][CH2:40][CH2:39]1>[Cu]I>[CH:38]1([O:42][C:2]2[CH:11]=[C:10]3[C:5]([CH:6]=[C:7]([NH:12][C:13]([CH:15]4[CH2:17][CH2:16]4)=[O:14])[N:8]=[CH:9]3)=[CH:4][CH:3]=2)[CH2:41][CH2:40][CH2:39]1 |f:2.3.4|. Reported procedure: N-(7-bromoisoquinolin-3-yl)cyclopropanecarboxamide (150 mg, 0.51 mmol), copper(I) iodide (96 mg, 0.51 mmol), 1,10-phenanthroline (100 mg, 0.51 mmol) and cesium carbonate (216 mg, 0.62 mmol) were combined in stainless container, and cyclobutanol (3.0 mL) was added. The reaction mixture was stirred at 120-140° C. for 12 h under nitrogen. It was concentrated and purified by HPLC and TLC to give the product (17.1 mg, 12.0%). LCMS (ESI): RT (min)=1.15, M+H+=282.9, method=A. 1H NMR (400 MHz, DMSO-d6) ...